From a dataset of the Open Reaction Database (ORD), a public repository of structured organic reaction records. describe an organic reaction: reactants, conditions, products, and yield Reactants: CN(C)C=O, FC(F)(F)CN=C=S, CNC(=NC#N)NCCSCc1csc(N)n1. Yields the product CNC(=NC#N)NCCSCc1csc(NC(=S)NCC(F)(F)F)n1. As a reaction SMILES: [CH3:26][N:27]([CH3:28])[CH:29]=[O:30].[F:1][C:2]([CH2:3][N:4]=[C:5]=[S:6])([F:7])[F:8].[NH2:9][c:10]1[s:11][cH:12][c:13]([CH2:15][S:16][CH2:17][CH2:18][NH:19][C:20](=[N:21][C:22]#[N:23])[NH:24][CH3:25])[n:14]1>>[F:1][C:2]([CH2:3][NH:4][C:5](=[S:6])[NH:9][c:10]1[s:11][cH:12][c:13]([CH2:15][S:16][CH2:17][CH2:18][NH:19][C:20](=[N:21][C:22]#[N:23])[NH:24][CH3:25])[n:14]1)([F:7])[F:8]. RXN SMILES: [Cl:1][C:2]1[CH:3]=[C:4]([C:33]2[CH:38]=[CH:37][C:36]([S:39]([CH3:42])(=[O:41])=[O:40])=[CH:35][CH:34]=2)[CH:5]=[C:6]([Cl:32])[C:7]=1[CH2:8][C@@H:9]1[CH2:13][CH2:12][N:11]([N:14]2[CH2:19][CH2:18][CH:17]([O:20][Si](C(C)C)(C(C)C)C(C)C)[CH2:16][CH2:15]2)[C:10]1=[O:31].O.C(O)(C(F)(F)F)=O>C1COCC1.C(OCC)(=O)C>[Cl:1][C:2]1[CH:3]=[C:4]([C:33]2[CH:38]=[CH:37][C:36]([S:39]([CH3:42])(=[O:40])=[O:41])=[CH:35][CH:34]=2)[CH:5]=[C:6]([Cl:32])[C:7]=1[CH2:8][C@@H:9]1[CH2:13][CH2:12][N:11]([N:14]2[CH2:19][CH2:18][CH:17]([OH:20])[CH2:16][CH2:15]2)[C:10]1=[O:31]. Yields the product ClC=1C=C(C=C(C1C[C@H]1C(N(CC1)N1CCC(CC1)O)=O)Cl)C1=CC=C(C=C1)S(=O)(=O)C ((R)-3-(3,5-Dichloro-4′-methanesulfonyl-biphenyl-4-ylmethyl)-1-(4-hydroxy-piperidin-1-yl)-pyrrolidin-2-one). Procedure details: To a mixture of (R)-3-(3,5-Dichloro-4′-methanesulfonyl-biphenyl-4-ylmethyl)-1-(4-triisopropylsilanyloxy-piperidin-1-yl)-pyrrolidin-2-one (0.12 g) in THF (6 mL), add water (6 mL) and TFA (2 mL). Stir the mixture at room temperature for 12 hours. Dilute the reaction mixture with ethyl acetate and wash with sodium bicarbonate (Sat.) and water. Separate the organic and dry over sodium sulfate, filter and concentrate. Purify the crude mixture on silica gel column with 50% ethyl acetate in hexane to 1... The solvent is C(C)(=O)OCC (ethyl acetate), C1CCOC1 (THF). Conditions: time 12 hour. Starting materials: O (water), C(=O)(C(F)(F)F)O (TFA), ClC=1C=C(C=C(C1C[C@H]1C(N(CC1)N1CCC(CC1)O[Si](C(C)C)(C(C)C)C(C)C)=O)Cl)C1=CC=C(C=C1)S(=O)(=O)C ((R)-3-(3,5-Dichloro-4′-methanesulfonyl-biphenyl-4-ylmethyl)-1-(4-triisopropylsilanyloxy-piperidin-1-yl)-pyrrolidin-2-one). Yield: 96.4%. Starting materials: N#Cc1ccc(CBr)cc1, C1CCCCC1, CN(C)C=O, Cc1c(-c2cccnc2)[nH]c2ccccc12, [H-], [Na+]. Product: Cc1c(-c2cccnc2)n(Cc2ccc(C#N)cc2)c2ccccc12. Reaction SMILES: [C:19](#[N:20])[c:21]1[cH:22][cH:23][c:24]([CH2:25][Br:26])[cH:27][cH:28]1.[CH2:34]1[CH2:35][CH2:36][CH2:37][CH2:38][CH2:39]1.[CH3:29][N:30]([CH3:31])[CH:32]=[O:33].[CH3:3][c:4]1[c:5](-[c:13]2[cH:14][n:15][cH:16][cH:17][cH:18]2)[nH:6][c:7]2[cH:8][cH:9][cH:10][cH:11][c:12]12.[H-:1].[Na+:2]>>[CH3:3][c:4]1[c:5](-[c:13]2[cH:14][n:15][cH:16][cH:17][cH:18]2)[n:6]([CH2:25][c:24]2[cH:23][cH:22][c:21]([C:19]#[N:20])[cH:28][cH:27]2)[c:7]2[cH:8][cH:9][cH:10][cH:11][c:12]12. The reactants are C(=O)NC=1SC=C(N1)C(C(=O)NC1[C@@H]2N(C(=C(CS2)C=P(C2=CC=CC=C2)(C2=CC=CC=C2)C2=CC=CC=C2)C(=O)OC(C2=CC=CC=C2)C2=CC=CC=C2)C1=O)=NOC (benzhydryl 7-[2-(2-formamidothiazol-4-yl)-2-methoxyiminoacetamido]-3-triphenylphosphoranylidenemethyl-3-cephem-4-carboxylate), C=O (formaldehyde), O1CCCC1 (tetrahydrofuran), C(C)(=O)OCC (ethyl acetate). Solvent: C(C)OCC (diethyl ether). Conditions: time 12.5 hour. Yields the product C(=O)NC=1SC=C(N1)C(C(=O)NC1[C@@H]2N(C(=C(CS2)C=C)C(=O)OC(C2=CC=CC=C2)C2=CC=CC=C2)C1=O)=NOC (benzhydryl 7-[2-(2-formamidothiazol-4-yl)-2-methoxyiminoacetamido]-3-vinyl-3-cephem-4-carboxylate). As a reaction SMILES: [CH:1]([NH:3][C:4]1[S:5][CH:6]=[C:7]([C:9](=[N:58][O:59][CH3:60])[C:10]([NH:12][CH:13]2[C:56](=[O:57])[N:15]3[C:16]([C:40]([O:42][CH:43]([C:50]4[CH:55]=[CH:54][CH:53]=[CH:52][CH:51]=4)[C:44]4[CH:49]=[CH:48][CH:47]=[CH:46][CH:45]=4)=[O:41])=[C:17]([CH:20]=P(C4C=CC=CC=4)(C4C=CC=CC=4)C4C=CC=CC=4)[CH2:18][S:19][C@H:14]23)=[O:11])[N:8]=1)=[O:2].C=O.O1CCC[CH2:64]1.C(OCC)(=O)C>C(OCC)C>[CH:1]([NH:3][C:4]1[S:5][CH:6]=[C:7]([C:9](=[N:58][O:59][CH3:60])[C:10]([NH:12][CH:13]2[C:56](=[O:57])[N:15]3[C:16]([C:40]([O:42][CH:43]([C:44]4[CH:45]=[CH:46][CH:47]=[CH:48][CH:49]=4)[C:50]4[CH:51]=[CH:52][CH:53]=[CH:54][CH:55]=4)=[O:41])=[C:17]([CH:20]=[CH2:64])[CH2:18][S:19][C@H:14]23)=[O:11])[N:8]=1)=[O:2]. Procedure details: A mixture of benzhydryl 7-[2-(2-formamidothiazol-4-yl)-2-methoxyiminoacetamido]-3-triphenylphosphoranylidenemethyl-3-cephem-4-carboxylate (syn isomer)(2.2 g), 36% aqueous formaldehyde (20 ml) and tetrahydrofuran (60 ml) were stirred at ambient temperature for 12.5 hours. After addition of ethyl acetate (100 ml) to the reaction mixture, the organic layer was separated out, washed with 10% hydrochloric acid and an aqueous solution of sodium chloride, and then dried over anhydrous magnesium sulfate... Reactants: Cl (hydrochloric acid), CC=1OC2=CC=C(C=C2C(C1C)=O)S(=O)(=O)Cl (2,3-Dimethyl-4-oxo-4H-chromene-6-sulphonyl chloride), C(O)([O-])=O.[Na+] (sodium hydrogen carbonate), S(=O)([O-])[O-].[Na+].[Na+] (sodium sulphite). Solvent: O (water), O (water). Reaction conditions: temperature 75 celsius, time 45 minute. Product: CC=1OC2=CC=C(C=C2C(C1C)=O)S(=O)O (2,3-dimethyl-4-oxo-4H-chromene-6-sulphinic acid). The yield is 81.1%. As a reaction SMILES: [CH3:1][C:2]1[O:3][C:4]2[C:9]([C:10](=[O:13])[C:11]=1[CH3:12])=[CH:8][C:7]([S:14](Cl)(=[O:16])=[O:15])=[CH:6][CH:5]=2.C(=O)([O-])O.[Na+].S([O-])([O-])=O.[Na+].[Na+].Cl>O>[CH3:1][C:2]1[O:3][C:4]2[C:9]([C:10](=[O:13])[C:11]=1[CH3:12])=[CH:8][C:7]([S:14]([OH:16])=[O:15])=[CH:6][CH:5]=2 |f:1.2,3.4.5|. Procedure details: 2,3-Dimethyl-4-oxo-4H-chromene-6-sulphonyl chloride (obtained as described in J. Org. Chem., 1956, page 1104) (3.05 g, 11.2 mM) was added in small portions to a vigorously stirred solution of sodium hydrogen carbonate (1.88 g, 22.4 mM) and anhydrous sodium sulphite (2.54 g, 20.2 mM) in water (14 ml) at 75° C. When the addition was complete, the mixture was vigorously stirred at 75° C. for 45 minutes. The clear solution was allowed to cool to ambient temperature, diluted to 20 ml with water, and ...